Dataset: the Open Reaction Database (ORD), a public repository of structured organic reaction records. Task: describe an organic reaction: reactants, conditions, products, and yield Starting materials: C=C1CN(S(N(C1)C1=C(C=C(C=C1Cl)Cl)Cl)(=O)=O)CC(=O)OCC (ethyl 2-(4-methylene-1,1-dioxido-6-(2,4,6-trichlorophenyl)-1,2,6-thiadiazinan-2-yl)acetate), LiOH monohydrate, Cl (HCl), C(C)(=O)OCC (ethyl acetate). The solvent is C1CCOC1 (THF), CO (MeOH), O (water), O (water). Run at time 5 hour. Yields the product C=C1CN(S(N(C1)C1=C(C=C(C=C1Cl)Cl)Cl)(=O)=O)CC(=O)O (2-(4-methylene-1,1-dioxido-6-(2,4,6-trichlorophenyl)-1,2,6-thiadiazinan-2-yl)acetic acid). As a reaction SMILES: [CH2:1]=[C:2]1[CH2:7][N:6]([C:8]2[C:13]([Cl:14])=[CH:12][C:11]([Cl:15])=[CH:10][C:9]=2[Cl:16])[S:5](=[O:18])(=[O:17])[N:4]([CH2:19][C:20]([O:22]CC)=[O:21])[CH2:3]1.C(OCC)(=O)C.Cl>C1COCC1.CO.O>[CH2:1]=[C:2]1[CH2:7][N:6]([C:8]2[C:13]([Cl:14])=[CH:12][C:11]([Cl:15])=[CH:10][C:9]=2[Cl:16])[S:5](=[O:17])(=[O:18])[N:4]([CH2:19][C:20]([OH:22])=[O:21])[CH2:3]1. Procedure: To ethyl 2-(4-methylene-1,1-dioxido-6-(2,4,6-trichlorophenyl)-1,2,6-thiadiazinan-2-yl)acetate (305 mg, 0.74 mmol) in THF (10 mL) and MeOH (10 mL), was added LiOH monohydrate (155 mg, 3.69 mmol) in water (3 mL) and agitated for 5 hr at room temperature. After addition of ethyl acetate (30 mL) and water (30 mL), pH of the resultant was adjusted to 3 with 1 N HCl and extracted to the organic layer. The resultant was dried over MgSO4, concentrated under reduced pressure, and crystallized with ethyl ... The reactants are Cc1cc(NCCN(C(=O)OC(C)(C)C)C2CCCC2)n2nc(C)cc2n1, ClC(Cl)Cl, O=C1CCC(=O)N1I. Yields the product Cc1cc(NCCN(C(=O)OC(C)(C)C)C2CCCC2)n2nc(C)c(I)c2n1. RXN SMILES: [C:1]([CH3:2])([CH3:3])([CH3:4])[O:5][C:6]([N:7]([CH2:8][CH2:9][NH:10][c:11]1[cH:12][c:13]([CH3:21])[n:14][c:15]2[n:16]1[n:17][c:18]([CH3:20])[cH:19]2)[CH:22]1[CH2:23][CH2:24][CH2:25][CH2:26]1)=[O:27].[CH:36]([Cl:37])([Cl:38])[Cl:39].[I:28][N:29]1[C:30](=[O:31])[CH2:32][CH2:33][C:34]1=[O:35]>>[C:1]([CH3:2])([CH3:3])([CH3:4])[O:5][C:6]([N:7]([CH2:8][CH2:9][NH:10][c:11]1[cH:12][c:13]([CH3:21])[n:14][c:15]2[n:16]1[n:17][c:18]([CH3:20])[c:19]2[I:28])[CH:22]1[CH2:23][CH2:24][CH2:25][CH2:26]1)=[O:27].